Dataset: the Open Reaction Database (ORD), a public repository of structured organic reaction records. Task: describe an organic reaction: reactants, conditions, products, and yield Starting materials: N-sodium hydroxide, C(C)(C)(C)OC([C@H]1N(CCC1)C([C@@H](NC(CCC(C=1SC=CC1)=O)C(=O)OC)C)=O)=O (N-[1-methoxycarbonyl-4-oxo-4-(2-thienyl)butyl]-L-alanyl-L-proline t-butyl ester). Run in CO (methanol), O (water). Conditions: time 16 hour. Yields the product C(C)(C)(C)OC([C@H]1N(CCC1)C([C@@H](NC(CCC(C=1SC=CC1)=O)C(=O)O)C)=O)=O (N-[1-carboxy-4-oxo-4-(2-thienyl)butyl]-L-alanyl-L-proline t-butyl ester). Reaction SMILES: [C:1]([O:5][C:6](=[O:31])[C@@H:7]1[CH2:11][CH2:10][CH2:9][N:8]1[C:12](=[O:30])[C@H:13]([CH3:29])[NH:14][CH:15]([C:25]([O:27]C)=[O:26])[CH2:16][CH2:17][C:18](=[O:24])[C:19]1[S:20][CH:21]=[CH:22][CH:23]=1)([CH3:4])([CH3:3])[CH3:2]>CO.O>[C:1]([O:5][C:6](=[O:31])[C@@H:7]1[CH2:11][CH2:10][CH2:9][N:8]1[C:12](=[O:30])[C@H:13]([CH3:29])[NH:14][CH:15]([C:25]([OH:27])=[O:26])[CH2:16][CH2:17][C:18](=[O:24])[C:19]1[S:20][CH:21]=[CH:22][CH:23]=1)([CH3:3])([CH3:2])[CH3:4]. Procedure: Aqueous N-sodium hydroxide solution (4.7 ml.) was added to a solution of N-[1-methoxycarbonyl-4-oxo-4-(2-thienyl)butyl]-L-alanyl-L-proline t-butyl ester (Example 32; 2.0 g.) in a mixture of methanol (3 ml.) and water (1.5 ml.) and the mixture was stirred at laboratory temperature for 16 hours and then evaporated to dryness under reduced pressure. The residue was partitioned between water and ethyl acetate and the aqueous layer was separated, acidified to pH 5 with aqueous N-hydrochloric acid and... The reactants are CC(C)NCc1ccccc1, CCN(C(C)C)C(C)C, O=C(Cl)C(=O)Cl, ClCCl, Cc1nc(N2CCOCC2)nc(-c2ccccc2F)c1C(=O)O, CN(C)C=O. Yields the product Cc1nc(N2CCOCC2)nc(-c2ccccc2F)c1C(=O)N(Cc1ccccc1)C(C)C. RXN SMILES: [CH2:30]([c:31]1[cH:32][cH:33][cH:34][cH:35][cH:36]1)[NH:37][CH:38]([CH3:39])[CH3:40].[CH:41]([N:42]([CH:43]([CH3:44])[CH3:45])[CH2:46][CH3:47])([CH3:48])[CH3:49].[Cl:1][C:2]([C:3]([Cl:4])=[O:5])=[O:6].[Cl:50][CH2:51][Cl:52].[F:7][c:8]1[c:9](-[c:14]2[n:15][c:16]([N:24]3[CH2:25][CH2:26][O:27][CH2:28][CH2:29]3)[n:17][c:18]([CH3:23])[c:19]2[C:20](=[O:21])[OH:22])[cH:10][cH:11][cH:12][cH:13]1.[O:53]=[CH:54][N:55]([CH3:56])[CH3:57]>>[F:7][c:8]1[c:9](-[c:14]2[n:15][c:16]([N:24]3[CH2:25][CH2:26][O:27][CH2:28][CH2:29]3)[n:17][c:18]([CH3:23])[c:19]2[C:20](=[O:21])[N:37]([CH2:30][c:31]2[cH:32][cH:33][cH:34][cH:35][cH:36]2)[CH:38]([CH3:39])[CH3:40])[cH:10][cH:11][cH:12][cH:13]1.